Dataset: the Open Reaction Database (ORD), a public repository of structured organic reaction records. Task: describe an organic reaction: reactants, conditions, products, and yield The reactants are NS(=O)(=O)c1ccc([N+](=O)[O-])cc1OCCCCNc1nc(Cl)ncc1Br, C1CCOC1, Cl, [Na+], [OH-]. Reaction SMILES: [Br:1][c:2]1[c:3]([NH:9][CH2:10][CH2:11][CH2:12][CH2:13][O:14][c:15]2[c:16]([S:24](=[O:25])(=[O:26])[NH2:27])[cH:17][cH:18][c:19]([N+:21]([O-:22])=[O:23])[cH:20]2)[n:4][c:5]([Cl:8])[n:6][cH:7]1.[CH2:31]1[O:32][CH2:33][CH2:34][CH2:35]1.[ClH:28].[Na+:30].[OH-:29]>>[Br:1][c:2]1[c:3]([NH:9][CH2:10][CH2:11][CH2:12][CH2:13][O:14][c:15]2[c:16]([S:24](=[O:25])(=[O:26])[NH2:27])[cH:17][cH:18][c:19]([NH2:21])[cH:20]2)[n:4][c:5]([Cl:8])[n:6][cH:7]1. Yields the product Nc1ccc(S(N)(=O)=O)c(OCCCCNc2nc(Cl)ncc2Br)c1. Reactants: C[N+]1([O-])CCOCC1, CC#N, CCCCCC, CC1(C)CN(C2CC2)Cc2ccc(CO)cc21, ClCCl. Yields the product CC1(C)CN(C2CC2)Cc2ccc(C=O)cc21. RXN SMILES: [CH3:18][N+:19]1([O-:20])[CH2:21][CH2:22][O:23][CH2:24][CH2:25]1.[CH3:29][C:30]#[N:31].[CH3:32][CH2:33][CH2:34][CH2:35][CH2:36][CH3:37].[CH:1]1([N:4]2[CH2:5][c:6]3[cH:7][cH:8][c:9]([CH2:16][OH:17])[cH:10][c:11]3[C:12]([CH3:14])([CH3:15])[CH2:13]2)[CH2:2][CH2:3]1.[Cl:26][CH2:27][Cl:28]>>[CH:1]1([N:4]2[CH2:5][c:6]3[cH:7][cH:8][c:9]([CH:16]=[O:17])[cH:10][c:11]3[C:12]([CH3:14])([CH3:15])[CH2:13]2)[CH2:2][CH2:3]1. The reactants are CCCNC(=O)N1CCc2ccc(S(N)(=O)=O)cc2CC1, O=C=NC1CCCCC1. Yields the product CCCNC(=O)N1CCc2ccc(S(=O)(=O)NC(=O)NC3CCCCC3)cc2CC1. RXN SMILES: [CH2:1]([CH2:2][CH3:3])[NH:4][C:5](=[O:6])[N:7]1[CH2:8][CH2:9][c:10]2[c:11]([cH:14][cH:15][c:16]([S:18](=[O:19])(=[O:20])[NH2:21])[cH:17]2)[CH2:12][CH2:13]1.[CH:22]1([N:28]=[C:29]=[O:30])[CH2:23][CH2:24][CH2:25][CH2:26][CH2:27]1>>[CH2:1]([CH2:2][CH3:3])[NH:4][C:5](=[O:6])[N:7]1[CH2:8][CH2:9][c:10]2[c:11]([cH:14][cH:15][c:16]([S:18](=[O:19])(=[O:20])[NH:21][C:29]([NH:28][CH:22]3[CH2:23][CH2:24][CH2:25][CH2:26][CH2:27]3)=[O:30])[cH:17]2)[CH2:12][CH2:13]1. Reactants: CNC(=S)NN, c1ccncc1, O=C(Cl)c1ccc2ccccc2c1. Yields the product CNC(=S)NNC(=O)c1ccc2ccccc2c1. RXN SMILES: [CH3:1][NH:2][C:3]([NH:4][NH2:5])=[S:6].[cH:20]1[cH:21][cH:22][n:23][cH:24][cH:25]1.[cH:7]1[c:8]([C:17](=[O:18])[Cl:19])[cH:9][cH:10][c:11]2[cH:12][cH:13][cH:14][cH:15][c:16]12>>[CH3:1][NH:2][C:3]([NH:4][NH:5][C:17]([c:8]1[cH:7][c:16]2[c:11]([cH:10][cH:9]1)[cH:12][cH:13][cH:14][cH:15]2)=[O:18])=[S:6]. Reactants: O=C([O-])[O-], CN(C)C=O, ClC(Cl)Cl, [K+], [K+], O=C(O)CCc1ccc([N+](=O)[O-])cc1, NCCO, O, O=S(Cl)Cl. Yields the product O=C(CCc1ccc([N+](=O)[O-])cc1)NCCO. RXN SMILES: [C:23](=[O:24])([O-:25])[O-:26].[CH3:34][N:35]([CH3:36])[CH:37]=[O:38].[CH:29]([Cl:30])([Cl:31])[Cl:32].[K+:27].[K+:28].[N+:1](=[O:2])([O-:3])[c:4]1[cH:5][cH:6][c:7]([CH2:10][CH2:11][C:12](=[O:13])[OH:14])[cH:8][cH:9]1.[NH2:19][CH2:20][CH2:21][OH:22].[OH2:33].[S:15]([Cl:16])([Cl:17])=[O:18]>>[N+:1](=[O:2])([O-:3])[c:4]1[cH:5][cH:6][c:7]([CH2:10][CH2:11][C:12](=[O:14])[NH:19][CH2:20][CH2:21][OH:22])[cH:8][cH:9]1. Starting materials: C1=CC=CC=2C(C3=C(C=CC21)C=CC=C3)C=3C(=NC(N(C3)CC=3C=C(C(=O)OC(C)(C)C)C=CC3)=S)SC (3-[[5-{5H-Dibenzo[a,d]cyclohepten-5-yl}-4-methylthio-2-thioxo-1(2H)-pyrimidinyl]methyl]benzoic acid, [1,1-dimethylethyl] ester), FC(C(=O)O)(F)F (trifluoracetic acid). The solvent is ClCCl (dichloromethane). Reaction conditions: time 3.5 hour. Product: C1=CC=CC=2C(C3=C(C=CC21)C=CC=C3)C=3C(NC(N(C3)CC=3C=C(C(=O)O)C=CC3)=S)=O (3-[[5-{5H-Dibenzo[a,d]cyclohepten-5-yl}-3,4-dihydro-4-oxo-2-thioxo-1(2H)-pyrimidinyl]methyl]benzoic acid). Reaction SMILES: [CH:1]1[C:11]2[CH:10]=[CH:9][C:8]3[CH:12]=[CH:13][CH:14]=[CH:15][C:7]=3[CH:6]([C:16]3[C:17](SC)=[N:18][C:19](=[S:36])[N:20]([CH2:22][C:23]4[CH:24]=[C:25]([CH:33]=[CH:34][CH:35]=4)[C:26]([O:28]C(C)(C)C)=[O:27])[CH:21]=3)[C:5]=2[CH:4]=[CH:3][CH:2]=1.FC(F)(F)C(O)=[O:42]>ClCCl>[CH:1]1[C:11]2[CH:10]=[CH:9][C:8]3[CH:12]=[CH:13][CH:14]=[CH:15][C:7]=3[CH:6]([C:16]3[C:17](=[O:42])[NH:18][C:19](=[S:36])[N:20]([CH2:22][C:23]4[CH:24]=[C:25]([CH:33]=[CH:34][CH:35]=4)[C:26]([OH:28])=[O:27])[CH:21]=3)[C:5]=2[CH:4]=[CH:3][CH:2]=1. Procedure details: A solution of the product from step (vi) (0.5 g) in dichloromethane (12 ml) was treated with trifluoracetic acid (9 ml) and stirred at room temperature for 3.5 hours. The mixture was evaporated and the residue dissolved in ethanol (50 ml) and 2M HCl. The mixture was heated at reflux at 4 hours. The mixture was evaporated and the residue treated with water, filtered and dried (MgSO4). Purified by chromatography eluting with 5% methanol in dichloromethane. Yield 0.27 g.